describe an organic reaction: reactants, conditions, products, and yield From a dataset of the Open Reaction Database (ORD), a public repository of structured organic reaction records. Starting materials: IC=1C=CC(=C(C1)O)[N+](=O)[O-] (5-iodo-2-nitrophenol), C(C1=CC=CC=C1)Br (benzyl bromide), C(=O)([O-])[O-].[K+].[K+] (K2CO3), O (water). The solvent is CN(C)C=O (DMF). Reaction conditions: temperature 65 celsius. The product is C(C1=CC=CC=C1)OC1=C(C=CC(=C1)I)[N+](=O)[O-] (2-Benzyloxy-4-iodo-1-nitrobenzene). RXN SMILES: [I:1][C:2]1[CH:3]=[CH:4][C:5]([N+:9]([O-:11])=[O:10])=[C:6]([OH:8])[CH:7]=1.[CH2:12](Br)[C:13]1[CH:18]=[CH:17][CH:16]=[CH:15][CH:14]=1.C([O-])([O-])=O.[K+].[K+].O>CN(C=O)C>[CH2:12]([O:8][C:6]1[CH:7]=[C:2]([I:1])[CH:3]=[CH:4][C:5]=1[N+:9]([O-:11])=[O:10])[C:13]1[CH:18]=[CH:17][CH:16]=[CH:15][CH:14]=1 |f:2.3.4|. Reported procedure: To a solution of 5-iodo-2-nitrophenol (2.65 g, 10 mmol) (J. Org. Chem. 1998, 63, 4199-4208) in DMF (10 mL) is added benzyl bromide (1.71 g, 10 mmol) and K2CO3 (2.07 g, 15 mmol) and the mixture is heated at 65° C. for 30 min. Then water is added (400 mL) and it is extracted by EtOAc (2×200 mL). The water layer is then acidified and extracted with EtOAc (100 mL). The combined EtOAc layer is then washed with 1N HCl and brine, dried with NaSO4 and concentrated to give the title compound as a yellow ... Starting materials: COC1=CC(=C(C=C1)C1C(C(C2=CC=C(C=C12)OCCC)C1=CC2=C(C=C1)OCO2)C(=O)OC)C2=CC=CC=C2 (Methyl(1RS,2RS,3RS)-3-(4-Methoxy-2-phenylphenyl)-1-(3,4-methylenedioxyphenyl)-5-(prop-1-yloxy)indane-2-carboxylate), [OH-].[Na+] (NaOH). Solvent: O1CCOCC1 (dioxane). Product: COC1=CC(=C(C=C1)C1C(C(C2=CC=C(C=C12)OCCC)C1=CC2=C(C=C1)OCO2)C(=O)O)C2=CC=CC=C2 ((1RS,2SR,3RS)-3-(4-Methoxy-2-phenylphenyl)-1-(3,4-methylenedioxyphenyl)-5-(prop-1-yloxy)indane-2-carboxylic acid). The yield is 57.4%. RXN SMILES: [CH3:1][O:2][C:3]1[CH:8]=[CH:7][C:6]([CH:9]2[C:17]3[C:12](=[CH:13][CH:14]=[C:15]([O:18][CH2:19][CH2:20][CH3:21])[CH:16]=3)[CH:11]([C:22]3[CH:27]=[CH:26][C:25]4[O:28][CH2:29][O:30][C:24]=4[CH:23]=3)[CH:10]2[C:31]([O:33]C)=[O:32])=[C:5]([C:35]2[CH:40]=[CH:39][CH:38]=[CH:37][CH:36]=2)[CH:4]=1.[OH-].[Na+]>O1CCOCC1>[CH3:1][O:2][C:3]1[CH:8]=[CH:7][C:6]([CH:9]2[C:17]3[C:12](=[CH:13][CH:14]=[C:15]([O:18][CH2:19][CH2:20][CH3:21])[CH:16]=3)[CH:11]([C:22]3[CH:27]=[CH:26][C:25]4[O:28][CH2:29][O:30][C:24]=4[CH:23]=3)[CH:10]2[C:31]([OH:33])=[O:32])=[C:5]([C:35]2[CH:40]=[CH:39][CH:38]=[CH:37][CH:36]=2)[CH:4]=1 |f:1.2|. Procedure details: To a solution of Methyl(1RS,2RS,3RS)-3-(4-Methoxy-2-phenylphenyl)-1-(3,4-methylenedioxyphenyl)-5-(prop-1-yloxy)indane-2-carboxylate (80 mg, 0.12 mmol) in dioxane (2 mL) was added 1M aqueous NaOH (0.3 mL, 0.3 mmol). The resulting mixture was heated to reflux for 48 h, then concentrated under reduced pressure. The residue was partitioned between dilute aqueous HCl and ethyl acetate. The ethyl acetate extract was washed with water and dried (MgSO4 anhydrous). The solvent was removed in vacuo and th... Starting materials: O (water), S1C(=NC=C1)C=1C=NC=CC1 (3-thiazol-2-yl-pyridine), C(CCC)[Sn](CCCC)(CCCC)Cl (tributyltin chloride), [Li]CCCC (n-BuLi). Run in C1CCOC1 (THF). Reaction conditions: temperature -78 celsius, time 45 minute. Product: C(CCC)[Sn](C1=CN=C(S1)C=1C=NC=CC1)(CCCC)CCCC (3-(5-tributylstannanyl-thiazol-2-yl)-pyridine). Isolated yield 37.1%. RXN SMILES: [S:1]1[CH:5]=[CH:4][N:3]=[C:2]1[C:6]1[CH:7]=[N:8][CH:9]=[CH:10][CH:11]=1.[Li]CCCC.[CH2:17]([Sn:21](Cl)([CH2:26][CH2:27][CH2:28][CH3:29])[CH2:22][CH2:23][CH2:24][CH3:25])[CH2:18][CH2:19][CH3:20].O>C1COCC1>[CH2:26]([Sn:21]([CH2:17][CH2:18][CH2:19][CH3:20])([CH2:22][CH2:23][CH2:24][CH3:25])[C:5]1[S:1][C:2]([C:6]2[CH:7]=[N:8][CH:9]=[CH:10][CH:11]=2)=[N:3][CH:4]=1)[CH2:27][CH2:28][CH3:29]. Procedure: To a stirred solution of 3-thiazol-2-yl-pyridine (J. Med. Chem. 2005, 48, 224) (927 mg, 5.71 mmol) in dry THF (30 mL) cooled at −78° C. under an inert atmosphere was added n-BuLi (2.5M in hexanes) (2.75 mL, 6.87 mmol) dropwise. After stirring at −78° C. for 45 mins, tributyltin chloride (1.86 mL, 6.87 mmol) was added. The mixture was allowed to warm to 0° C. over 90 mins, then treated with water and extracted with ethyl acetate. The combined organic layers were washed with brine, dried over MgSO... Starting materials: [Si](C)(C)(C(C)(C)C)OCCO[C@@](C)(C1=CC(=CC=C1)Cl)[C@H]1CN(CCC1)C(=O)OC(C)(C)C ((R)-tert-butyl 3-((R)-1-(2-(tert-butyldimethylsilyloxy)ethoxy)-1-(3-chlorophenyl)ethyl)piperidine-1-carboxylate), [F-].C(C)[N+](CC)(CC)CC (tetraethylammonium fluoride). Solvent: CC#N (CH3CN). Conditions: temperature 45 celsius, time 8 hour. The product is ClC=1C=C(C=CC1)[C@](C)(OCCO)[C@H]1CN(CCC1)C(=O)OC(C)(C)C ((R)-tert-butyl 3-((R)-1-(3-chlorophenyl)-1-(2-hydroxyethoxy)ethyl)piperidine-1-carboxylate). Isolated yield 35.0%. RXN SMILES: [Si]([O:8][CH2:9][CH2:10][O:11][C@:12]([C@@H:21]1[CH2:26][CH2:25][CH2:24][N:23]([C:27]([O:29][C:30]([CH3:33])([CH3:32])[CH3:31])=[O:28])[CH2:22]1)([C:14]1[CH:19]=[CH:18][CH:17]=[C:16]([Cl:20])[CH:15]=1)[CH3:13])(C(C)(C)C)(C)C.[F-].C([N+](CC)(CC)CC)C>CC#N>[Cl:20][C:16]1[CH:15]=[C:14]([C@@:12]([C@@H:21]2[CH2:26][CH2:25][CH2:24][N:23]([C:27]([O:29][C:30]([CH3:33])([CH3:32])[CH3:31])=[O:28])[CH2:22]2)([O:11][CH2:10][CH2:9][OH:8])[CH3:13])[CH:19]=[CH:18][CH:17]=1 |f:1.2|. Procedure details: A mixture of (R)-tert-butyl 3-((R)-1-(2-(tert-butyldimethylsilyloxy)ethoxy)-1-(3-chlorophenyl)ethyl)piperidine-1-carboxylate, tetraethylammonium fluoride (7.600 g, 50.9 mmol) in CH3CN was heated at 45° C. for 1 h and then was allowed to stir at rt overnight. The reaction mixture was evaporated under reduced pressure, the residue was dissolved into water and extracted with Et2O (3×), dried over Na2SO4. After the solvent was removed in vacuo, the crude product was purified by reversed-phase HPLC t... Starting materials: O=C([O-])[O-], COc1cc2ncc(C(N)=O)c(Cl)c2cc1OC, [Cs+], [Cs+], CN(C)C=O, O=C(O)c1cccc2cc(O)ccc12. Yields the product COc1cc2ncc(C(N)=O)c(Oc3ccc4c(C(=O)O)cccc4c3)c2cc1OC. RXN SMILES: [C:15](=[O:16])([O-:17])[O-:18].[Cl:21][c:22]1[c:23]([C:36](=[O:37])[NH2:38])[cH:24][n:25][c:26]2[cH:27][c:28]([O:34][CH3:35])[c:29]([O:32][CH3:33])[cH:30][c:31]12.[Cs+:19].[Cs+:20].[O:39]=[CH:40][N:41]([CH3:42])[CH3:43].[OH:1][c:2]1[cH:3][c:4]2[cH:5][cH:6][cH:7][c:8]([C:12](=[O:13])[OH:14])[c:9]2[cH:10][cH:11]1>>[O:1]([c:2]1[cH:3][c:4]2[cH:5][cH:6][cH:7][c:8]([C:12](=[O:13])[OH:14])[c:9]2[cH:10][cH:11]1)[c:22]1[c:23]([C:36](=[O:37])[NH2:38])[cH:24][n:25][c:26]2[cH:27][c:28]([O:34][CH3:35])[c:29]([O:32][CH3:33])[cH:30][c:31]12.